This data is from the Open Reaction Database (ORD), a public repository of structured organic reaction records. The task is: describe an organic reaction: reactants, conditions, products, and yield Starting materials: OC1=C2C(C=C(OC2=CC(=C1OC)OC(C)C)OC1=CC=C(C=C1)OC(C)C)=O (5-hydroxy-7-isopropoxy-2-(4-isopropoxyphenoxy)-6-methoxychromone), Cl (hydrochloric acid), OC1=CC=C(C=C1)S (4-hydroxythiophenol), C([O-])([O-])=O.[K+].[K+] (potassium carbonate). Solvent: CC(=O)C (acetone). Conditions: time 1.2 hour. The product is OC1=C2C(C=C(OC2=CC(=C1OC)OC(C)C)SC1=CC=C(C=C1)O)=O (5-hydroxy-2-(4-hydroxyphenylthio)-7-isopropoxy-6-methoxychromone). The yield is 89.6%. RXN SMILES: [OH:1][C:2]1[C:11]([O:12][CH3:13])=[C:10]([O:14][CH:15]([CH3:17])[CH3:16])[CH:9]=[C:8]2[C:3]=1[C:4](=[O:29])[CH:5]=[C:6](OC1C=CC(OC(C)C)=CC=1)[O:7]2.[OH:30][C:31]1[CH:36]=[CH:35][C:34]([SH:37])=[CH:33][CH:32]=1.C(=O)([O-])[O-].[K+].[K+].Cl>CC(C)=O>[OH:1][C:2]1[C:11]([O:12][CH3:13])=[C:10]([O:14][CH:15]([CH3:16])[CH3:17])[CH:9]=[C:8]2[C:3]=1[C:4](=[O:29])[CH:5]=[C:6]([S:37][C:34]1[CH:35]=[CH:36][C:31]([OH:30])=[CH:32][CH:33]=1)[O:7]2 |f:2.3.4|. Procedure: A mixture consisting of 9.49 g of 5-hydroxy-7-isopropoxy-2-(4-isopropoxyphenoxy)-6-methoxychromone obtained in Example 4, 4.49 g of 4-hydroxythiophenol, 4.91 g of potassium carbonate, and 200 ml of acetone was stirred over 1.2 hours at room temperature. The solution thus reacted was made weakly acidic by addition of dilute hydrochloric acid. The product was extracted twice with chloroform. The organic layer was washed with saturated salt water and was then dried over sodium sulfate anhydride. Th...